Dataset: the Open Reaction Database (ORD), a public repository of structured organic reaction records. Task: describe an organic reaction: reactants, conditions, products, and yield Reported procedure: 12.16 g (80 mM) of methyl 3-hydroxybenzoate and 12.16 g (80 mM) of adamantanol in 160 ml of dichloromethane are treated with a dropwise addition of 4.37 ml of concentrated sulphuric acid. The reaction mixture is stirred at room temperature overnight. The solid residue is washed withwater and dried to lead to 18.3 g (79.9%) of the expected derivative, of melting point 244°-246° C. The reactants are OC=1C=C(C(=O)OC)C=CC1 (methyl 3-hydroxybenzoate), C12(CC3CC(CC(C1)C3)C2)O (adamantanol), S(O)(O)(=O)=O (sulphuric acid). Yields the product OC=1C=C(C(=O)OC)C=CC1C12CC3CC(CC(C1)C3)C2 (Methyl 3-hydroxy-4-(1-adamantyl)benzoate). Reaction conditions: time 8 hour. As a reaction SMILES: [OH:1][C:2]1[CH:3]=[C:4]([CH:9]=[CH:10][CH:11]=1)[C:5]([O:7][CH3:8])=[O:6].[C:12]12(O)[CH2:21][CH:16]3[CH2:17][CH:18]([CH2:20][CH:14]([CH2:15]3)[CH2:13]1)[CH2:19]2.S(=O)(=O)(O)O>ClCCl>[OH:1][C:2]1[CH:3]=[C:4]([CH:9]=[CH:10][C:11]=1[C:12]12[CH2:21][CH:16]3[CH2:17][CH:18]([CH2:20][CH:14]([CH2:15]3)[CH2:13]1)[CH2:19]2)[C:5]([O:7][CH3:8])=[O:6]. Run in ClCCl (dichloromethane). Reactants: C(C)(=O)OCC (ethyl acetate), O (water), C(=O)NC1[C@@H]2N(C(=C(CS2=O)COC(=O)N2CCCCC2)C(=O)OC(C2=CC=CC=C2)C2=CC=CC=C2)C1=O (benzhydryl 7-formamido-3-(1-piperidinyl)carbonyloxymethyl-3-cephem-4-carboxylate-1-oxide). The solvent is CN(C=O)C (N,N-dimethylformamide), P(Cl)(Cl)Cl (phosphorus trichloride). Run at temperature -60 celsius, time 35 minute. The product is C(=O)NC1[C@@H]2N(C(=C(CS2)COC(=O)N2CCCCC2)C(=O)OC(C2=CC=CC=C2)C2=CC=CC=C2)C1=O (benzhydryl 7-formamido-3-(1-piperidinyl)carbonyloxymethyl-3-cephem-4-carboxylate). Isolated yield 93.0%. RXN SMILES: [CH:1]([NH:3][CH:4]1[C:38](=[O:39])[N:6]2[C:7]([C:22]([O:24][CH:25]([C:32]3[CH:37]=[CH:36][CH:35]=[CH:34][CH:33]=3)[C:26]3[CH:31]=[CH:30][CH:29]=[CH:28][CH:27]=3)=[O:23])=[C:8]([CH2:12][O:13][C:14]([N:16]3[CH2:21][CH2:20][CH2:19][CH2:18][CH2:17]3)=[O:15])[CH2:9][S:10](=O)[C@H:5]12)=[O:2].C(OCC)(=O)C.O>CN(C)C=O.P(Cl)(Cl)Cl>[CH:1]([NH:3][CH:4]1[C:38](=[O:39])[N:6]2[C:7]([C:22]([O:24][CH:25]([C:32]3[CH:33]=[CH:34][CH:35]=[CH:36][CH:37]=3)[C:26]3[CH:31]=[CH:30][CH:29]=[CH:28][CH:27]=3)=[O:23])=[C:8]([CH2:12][O:13][C:14]([N:16]3[CH2:21][CH2:20][CH2:19][CH2:18][CH2:17]3)=[O:15])[CH2:9][S:10][C@H:5]12)=[O:2]. Procedure details: To a solution of benzhydryl 7-formamido-3-(1-piperidinyl)carbonyloxymethyl-3-cephem-4-carboxylate-1-oxide (2.07 g) in N,N-dimethylformamide (25 ml), phosphorus trichloride (1 ml) was added under cooling in a dry ice-ethanol bath (-60° C.), followed by stirring for 35 minutes. The reaction mixture was successively added with ethyl acetate and water under cooling in a dry ice-ethanol bath and then, the resulting mixture was increased to room temperature. The ethyl acetate layer was collected and t... Reactants: CN1CCOCC1, ClCCl, O=C=Nc1ccc(OC(F)(F)F)cc1, CC1NCCN(CCCC(=O)N2CCC3(CC3)C(O)C2)C1=O. Yields the product CC1C(=O)N(CCCC(=O)N2CCC3(CC3)C(O)C2)CCN1C(=O)Nc1ccc(OC(F)(F)F)cc1. Reaction SMILES: [CH3:23][N:24]1[CH2:25][CH2:26][O:27][CH2:28][CH2:29]1.[Cl:44][CH2:45][Cl:46].[N:30](=[C:31]=[O:32])[c:33]1[cH:34][cH:35][c:36]([O:39][C:40]([F:41])([F:42])[F:43])[cH:37][cH:38]1.[OH:1][CH:2]1[C:3]2([CH2:4][CH2:5]2)[CH2:6][CH2:7][N:8]([C:10]([CH2:11][CH2:12][CH2:13][N:14]2[C:15](=[O:21])[CH:16]([CH3:20])[NH:17][CH2:18][CH2:19]2)=[O:22])[CH2:9]1>>[OH:1][CH:2]1[C:3]2([CH2:4][CH2:5]2)[CH2:6][CH2:7][N:8]([C:10]([CH2:11][CH2:12][CH2:13][N:14]2[C:15](=[O:21])[CH:16]([CH3:20])[N:17]([C:31]([NH:30][c:33]3[cH:34][cH:35][c:36]([O:39][C:40]([F:41])([F:42])[F:43])[cH:37][cH:38]3)=[O:32])[CH2:18][CH2:19]2)=[O:22])[CH2:9]1. Reactants: C(C)C(CC)C1=NC=C2N1C1=CC(=C(C=C1NC2=O)C(=O)O)OC (1-(1-Ethylpropyl)-8-methoxy-4-oxo-4,5-dihydroimidazo[1,5-a]-quinoxaline-7-carboxyic acid), C(=O)(N1C=NC=C1)N1C=NC=C1 (1,1′-carbonyldiimidazole), Cl.CNC (Dimethylamine hydrochloride). Solvent: O (water). Reaction conditions: time 5.5 hour. Yields the product C(C)C(CC)C1=NC=C2N1C1=CC(=C(C=C1NC2=O)C(=O)N(C)C)OC (1-(1-Ethylpropyl)-8-methoxy-N,N-dimethyl-4-oxo-4,5-dihydroimidazo[1,5-a]quinoxaline-7-carboxamide). As a reaction SMILES: [CH2:1]([CH:3]([C:6]1[N:10]2[C:11]3[C:16]([NH:17][C:18](=[O:19])[C:9]2=[CH:8][N:7]=1)=[CH:15][C:14]([C:20](O)=[O:21])=[C:13]([O:23][CH3:24])[CH:12]=3)[CH2:4][CH3:5])[CH3:2].[C:25](N1C=CN=C1)([N:27]1C=CN=[CH:28]1)=O.Cl.CNC>O>[CH2:4]([CH:3]([C:6]1[N:10]2[C:11]3[C:16]([NH:17][C:18](=[O:19])[C:9]2=[CH:8][N:7]=1)=[CH:15][C:14]([C:20]([N:27]([CH3:28])[CH3:25])=[O:21])=[C:13]([O:23][CH3:24])[CH:12]=3)[CH2:1][CH3:2])[CH3:5] |f:2.3|. Procedure details: 1-(1-Ethylpropyl)-8-methoxy-4-oxo-4,5-dihydroimidazo[1,5-a]-quinoxaline-7-carboxyic acid as synthesized in above Example 32, 329 mg, N,N-diimethylformamide 5 mL and 1,1′-carbonyldiimidazole 275 mg were mixed and stirred for an hour at room temperature in nitrogen atmosphere. Dimethylamine hydrochloride 816 mg was added, followed by 5.5 hours' stirring. The reaction mixture was diluted with water, extracted with ethyl acetate and washed with saturated saline. The extract was dried over anhydrous ... Starting materials: CCCCCCC(C)(C)c1ccc(C2CC(=O)CCN2C(=O)OCC)c(OCc2ccccc2)c1, CCO, [H][H]. Product: CCCCCCC(C)(C)c1ccc(C2CC(=O)CCN2C(=O)OCC)c(O)c1. RXN SMILES: [CH2:1]([CH3:2])[O:3][C:4](=[O:5])[N:6]1[CH:7]([c:13]2[c:14]([O:28][CH2:29][c:30]3[cH:31][cH:32][cH:33][cH:34][cH:35]3)[cH:15][c:16]([C:19]([CH2:20][CH2:21][CH2:22][CH2:23][CH2:24][CH3:25])([CH3:26])[CH3:27])[cH:17][cH:18]2)[CH2:8][C:9](=[O:12])[CH2:10][CH2:11]1.[CH3:38][CH2:39][OH:40].[H:36][H:37]>>[CH2:1]([CH3:2])[O:3][C:4](=[O:5])[N:6]1[CH:7]([c:13]2[c:14]([OH:28])[cH:15][c:16]([C:19]([CH2:20][CH2:21][CH2:22][CH2:23][CH2:24][CH3:25])([CH3:26])[CH3:27])[cH:17][cH:18]2)[CH2:8][C:9](=[O:12])[CH2:10][CH2:11]1.